This data is from the Open Reaction Database (ORD), a public repository of structured organic reaction records. The task is: describe an organic reaction: reactants, conditions, products, and yield Reactants: Cc1c([N+](=O)[O-])cc(Br)c(Oc2ccc(O)c(C(C)C)c2)c1Br, Cl, O=C(O)C(F)(F)F. Product: Cc1c([N+](=O)[O-])cc(Br)c(Oc2cc(C=O)c(O)c(C(C)C)c2)c1Br. As a reaction SMILES: [Br:1][c:2]1[c:3]([O:4][c:5]2[cH:6][c:7]([CH:12]([CH3:13])[CH3:14])[c:8]([OH:11])[cH:9][cH:10]2)[c:15]([Br:23])[cH:16][c:17]([N+:20](=[O:21])[O-:22])[c:18]1[CH3:19].[ClH:31].[F:24][C:25]([C:26](=[O:27])[OH:30])([F:28])[F:29]>>[Br:1][c:2]1[c:3]([O:4][c:5]2[cH:6][c:7]([CH:12]([CH3:13])[CH3:14])[c:8]([OH:11])[c:9]([CH:26]=[O:27])[cH:10]2)[c:15]([Br:23])[cH:16][c:17]([N+:20](=[O:21])[O-:22])[c:18]1[CH3:19]. Starting materials: CC(=O)c1c[nH]c2ccc([N+](=O)[O-])cc12, CO, NN. Product: CC(=O)c1c[nH]c2ccc(N)cc12. RXN SMILES: [C:1]([CH3:2])(=[O:3])[c:4]1[cH:5][nH:6][c:7]2[cH:8][cH:9][c:10]([N+:13]([O-:14])=[O:15])[cH:11][c:12]12.[CH3:18][OH:19].[NH2:16][NH2:17]>>[C:1]([CH3:2])(=[O:3])[c:4]1[cH:5][nH:6][c:7]2[cH:8][cH:9][c:10]([NH2:13])[cH:11][c:12]12. Starting materials: C(C)(=O)OCC (ethyl acetate), N(CC(=O)ON1C(=O)CCC1=O)C(=O)OC(C)(C)C (Boc-Gly-OSu), COC([C@@H](N)CC1=CC(I)=C(C(I)=C1)OC1=CC(I)=C(C(I)=C1)O)=O (thyroxine methyl ester), O (water). Solvent: CO (methanol), CC(=O)C (acetone). Conditions: time 1.5 hour. Yields the product COC([C@@H](NC(CNC(=O)OC(C)(C)C)=O)CC1=CC(I)=C(C(I)=C1)OC1=CC(I)=C(C(I)=C1)O)=O (t-butoxycarbonylglycyl thyroxine methyl ester). Reaction SMILES: [NH:1]([C:13]([O:15][C:16]([CH3:19])([CH3:18])[CH3:17])=[O:14])[CH2:2][C:3]([O:5]N1C(=O)CCC1=O)=O.[CH3:20][O:21][C:22](=[O:44])[C@H:23]([CH2:25][C:26]1[CH:33]=[C:31]([I:32])[C:30]([O:34][C:35]2[CH:42]=[C:40]([I:41])[C:39]([OH:43])=[C:37]([I:38])[CH:36]=2)=[C:28]([I:29])[CH:27]=1)[NH2:24].O.C(OCC)(=O)C>CO.CC(C)=O>[CH3:20][O:21][C:22](=[O:44])[C@H:23]([CH2:25][C:26]1[CH:27]=[C:28]([I:29])[C:30]([O:34][C:35]2[CH:36]=[C:37]([I:38])[C:39]([OH:43])=[C:40]([I:41])[CH:42]=2)=[C:31]([I:32])[CH:33]=1)[NH:24][C:3](=[O:5])[CH2:2][NH:1][C:13]([O:15][C:16]([CH3:17])([CH3:18])[CH3:19])=[O:14]. Procedure: To the aforesaid Boc-Gly-OSu solution the thyroxine methyl ester solution was added while ice cooling. After permitting the same to warm to room temperature, the mixture was stirred for 1.5 hr. After letting the reaction mixture stand overnight, 25 ml. of distilled water and 50 ml. of ethyl acetate were added thereto and the mixture was extracted with ethyl acetate. The extraction was repeated three times using 25 ml. of ethyl acetate. The ethyl acetate layers were combined and dried over anhydr...